This data is from the Open Reaction Database (ORD), a public repository of structured organic reaction records. The task is: describe an organic reaction: reactants, conditions, products, and yield Starting materials: CCC1C(=O)N(C(C)C)c2ccc(F)cc2N1C(=O)c1ccc(OC)cc1, CCC1C(=O)N(C)c2cc(F)ccc2N1C(=O)c1ccc(O)cc1. Product: CCC1C(=O)N(C(C)C)c2ccc(F)cc2N1C(=O)c1ccc(O)cc1. Reaction SMILES: [CH2:1]([CH3:2])[CH:3]1[C:4](=[O:27])[N:5]([CH:24]([CH3:25])[CH3:26])[c:6]2[cH:7][cH:8][c:9]([F:23])[cH:10][c:11]2[N:12]1[C:13]([c:14]1[cH:15][cH:16][c:17]([O:20][CH3:21])[cH:18][cH:19]1)=[O:22].[CH2:28]([CH:29]1[N:30]([C:31](=[O:32])[c:33]2[cH:34][cH:35][c:36]([OH:37])[cH:38][cH:39]2)[c:40]2[c:41]([cH:42][c:43]([F:44])[cH:45][cH:46]2)[N:47]([CH3:48])[C:49]1=[O:50])[CH3:51]>>[CH2:1]([CH3:2])[CH:3]1[C:4](=[O:27])[N:5]([CH:24]([CH3:25])[CH3:26])[c:6]2[cH:7][cH:8][c:9]([F:23])[cH:10][c:11]2[N:12]1[C:13]([c:14]1[cH:15][cH:16][c:17]([OH:20])[cH:18][cH:19]1)=[O:22]. Starting materials: O (water), OC1=C(C(=O)OC)C=CC=C1O (Methyl 2,3-dihydroxybenzoate), BrCCCBr (1,3-dibromopropane), C([O-])([O-])=O.[K+].[K+] (potassium carbonate). Run in CN(C=O)C (N,N-dimethylformamide). Yields the product O1CCCOC2=C1C=CC=C2C(=O)OC (methyl 3,4-dihydro-2H-1,5-benzodioxepine-6-carboxylate). RXN SMILES: [OH:1][C:2]1[C:11]([OH:12])=[CH:10][CH:9]=[CH:8][C:3]=1[C:4]([O:6][CH3:7])=[O:5].Br[CH2:14][CH2:15][CH2:16]Br.C(=O)([O-])[O-].[K+].[K+].O>CN(C)C=O>[O:12]1[C:11]2[CH:10]=[CH:9][CH:8]=[C:3]([C:4]([O:6][CH3:7])=[O:5])[C:2]=2[O:1][CH2:16][CH2:15][CH2:14]1 |f:2.3.4|. Procedure: Methyl 2,3-dihydroxybenzoate (1.870 g, 11.12 mmol), 1,3-dibromopropane (2.25 g, 11.1 mmol) and potassium carbonate (6.15 g, 44.5 mmol) were stirred in N,N-dimethylformamide (20 ml) overnight at 60° C. The reaction solution was poured into water and extracted twice with ethyl acetate. The collected organic layer was dried over anhydrous sodium sulfate and the solvent was evaporated under reduced pressure. The residue was purified by silica gel column chromatography (hexane/ethyl acetate=6/1−3/1) ... Starting materials: N1(C=NC=C1)C(=O)C=1C(NC(N(C1C)C1=CC(=CC=C1)C(F)(F)F)=O)C1=CC=C(C#N)C=C1 (4-{5-(1H-Imidazol-1-ylcarbonyl)-6-methyl-2-oxo-1-[3-(trifluoromethyl)phenyl]-1,2,3,4-tetrahydro-4-pyrimidinyl}benzonitrile), OCCN1C(CCC1)=O (1-(2-hydroxyethyl)-2-pyrrolidinone). Reaction conditions: temperature 100 celsius, time 1 hour. Yields the product C(#N)C1=CC=C(C=C1)C1NC(N(C(=C1C(=O)OCCN1C(CCC1)=O)C)C1=CC(=CC=C1)C(F)(F)F)=O (2-(2-Oxo-1-pyrrolidinyl)ethyl 4-(4-cyanophenyl)-6-methyl-2-oxo-1-[3-(trifluoro-methyl)phenyl]-1,2,3,4-tetrahydro-5-pyrimidinecarboxylate). As a reaction SMILES: N1([C:6]([C:8]2[CH:9]([C:26]3[CH:33]=[CH:32][C:29]([C:30]#[N:31])=[CH:28][CH:27]=3)[NH:10][C:11](=[O:25])[N:12]([C:15]3[CH:20]=[CH:19][CH:18]=[C:17]([C:21]([F:24])([F:23])[F:22])[CH:16]=3)[C:13]=2[CH3:14])=[O:7])C=CN=C1.[OH:34][CH2:35][CH2:36][N:37]1[CH2:41][CH2:40][CH2:39][C:38]1=[O:42]>>[C:30]([C:29]1[CH:28]=[CH:27][C:26]([CH:9]2[C:8]([C:6]([O:34][CH2:35][CH2:36][N:37]3[CH2:41][CH2:40][CH2:39][C:38]3=[O:42])=[O:7])=[C:13]([CH3:14])[N:12]([C:15]3[CH:20]=[CH:19][CH:18]=[C:17]([C:21]([F:23])([F:22])[F:24])[CH:16]=3)[C:11](=[O:25])[NH:10]2)=[CH:33][CH:32]=1)#[N:31]. Procedure: 45.1 mg (0.1 mmol) of the compound of Example 25 are added to 0.5 ml 1-(2-hydroxyethyl)-2-pyrrolidinone. The reaction mixture is stirred at approx. 100° C. for 1 hour. After cooling the reaction mixture is purified by preparative HPLC (column: Agilent Zorbax Extend C18 20 mm×50 mm, 5 μm; solvent A: acetonitrile, solvent B: water+0.1% conc. ammonia; gradient: 0 min 10% A, 2 min 10% A, 6 min 90% A, 7 min 90% A, 7.1 min 10% A, 8 min 10% A; wavelength: 220 nm; injection volume: approx. 500 μl; numbe... Reactants: COC(=O)c1cnc(N2CCC(CC3CCN(C4CCC4)CC3)CC2)cn1, Cl. Product: O=C(O)c1cnc(N2CCC(CC3CCN(C4CCC4)CC3)CC2)cn1, Cl. Reaction SMILES: [CH:1]1([N:5]2[CH2:6][CH2:7][CH:8]([CH2:11][CH:12]3[CH2:13][CH2:14][N:15]([c:18]4[n:19][cH:20][c:21]([C:24](=[O:25])[O:26][CH3:27])[n:22][cH:23]4)[CH2:16][CH2:17]3)[CH2:9][CH2:10]2)[CH2:2][CH2:3][CH2:4]1.[ClH:28]>>[CH:1]1([N:5]2[CH2:6][CH2:7][CH:8]([CH2:11][CH:12]3[CH2:13][CH2:14][N:15]([c:18]4[n:19][cH:20][c:21]([C:24](=[O:25])[OH:26])[n:22][cH:23]4)[CH2:16][CH2:17]3)[CH2:9][CH2:10]2)[CH2:2][CH2:3][CH2:4]1.[ClH:28]. Starting materials: COC1=C(C(=O)O)C=C(C=C1OC)C1=CC2=NC=CC(=C2O1)C1=CC=CC=C1 (2,3-dimethoxy-5-(7-phenylfuro[3,2-b]pyridin-2-yl)benzoic acid), NC(CO)(C)C (2-Amino-2-methylpropan-1-ol). The product is OCC(C)(C)NC(C1=C(C(=CC(=C1)C1=CC2=NC=CC(=C2O1)C1=CC=CC=C1)OC)OC)=O (N-(2-hydroxy-1,1-dimethyl-ethyl)-2,3-dimethoxy-5-(7-phenylfuro[3,2-b]pyridin-2-yl)benzamide). The yield is 28.0%. RXN SMILES: [CH3:1][O:2][C:3]1[C:11]([O:12][CH3:13])=[CH:10][C:9]([C:14]2[O:22][C:21]3[C:16](=[N:17][CH:18]=[CH:19][C:20]=3[C:23]3[CH:28]=[CH:27][CH:26]=[CH:25][CH:24]=3)[CH:15]=2)=[CH:8][C:4]=1[C:5]([OH:7])=O.[NH2:29][C:30]([CH3:34])([CH3:33])[CH2:31][OH:32]>>[OH:32][CH2:31][C:30]([NH:29][C:5](=[O:7])[C:4]1[CH:8]=[C:9]([C:14]2[O:22][C:21]3[C:16](=[N:17][CH:18]=[CH:19][C:20]=3[C:23]3[CH:24]=[CH:25][CH:26]=[CH:27][CH:28]=3)[CH:15]=2)[CH:10]=[C:11]([O:12][CH3:13])[C:3]=1[O:2][CH3:1])([CH3:34])[CH3:33]. Procedure: Starting from 2,3-dimethoxy-5-(7-phenylfuro[3,2-b]pyridin-2-yl)benzoic acid (120 μmol) and 2-Amino-2-methylpropan-1-ol (123 μmol) the product is prepared analogously to “A43” and obtained as a yellow solid in a yield of 28%. HPLC (method A): Rt 2.64 min (purity 93.5%); LCMS (ESI+) (method E): Rt 1.9 min, M+H+ 447.2 m/z; 1H NMR (500 MHz, DMSO-d6) δ [ppm] 8.61 (d, J=5.2, 1H), 8.21 (s, 1H), 8.13-8.08 (m, 2H), 7.89 (d, J=2.1, 1H), 7.82 (s, 1H), 7.78 (d, J=2.1, 1H), 7.70-7.63 (m, 3H), 7.61-7.55 (m, 1...